From a dataset of the Open Reaction Database (ORD), a public repository of structured organic reaction records. describe an organic reaction: reactants, conditions, products, and yield Reactants: C(C)(C)(C)N=NC(C)(C)CC(C)(C)C (tert-butyl tert-octyldiazene), C(C)(C)(C)NS(=O)(=O)NC(C)(C)CC(C)(C)C (N-tert-butyl-N'-tert-octylsulfamide), [H-] (hydride), tert-butyl tert-2,2,4,6,6-pentamethyl-4-heptyldiazene, S(=O)(=O)(N)N (sulfamide), ClOC(C)(C)C (tert-butyl hypochlorite), azo. Yields the product C(C)(C)(C)NS(=O)(=O)NC12CC3CC(CC(C1)C3)C2 (N-tert-Butyl-N'-(adamant-l-yl) sulfamide). Isolated yield 45.0%. As a reaction SMILES: [C:1]([NH:5][S:6]([NH:9][C:10]([CH2:13][C:14]([CH3:17])([CH3:16])C)([CH3:12])[CH3:11])(=[O:8])=[O:7])([CH3:4])([CH3:3])[CH3:2].S(N)(N)(=O)=O.ClO[C:25](C)([CH3:27])[CH3:26].[H-].C(N=NC(CC(C)(C)C)(C)C)(C)(C)C>>[C:1]([NH:5][S:6]([NH:9][C:10]12[CH2:11][CH:26]3[CH2:25][CH:27]([CH2:16][CH:14]([CH2:17]3)[CH2:13]1)[CH2:12]2)(=[O:7])=[O:8])([CH3:2])([CH3:3])[CH3:4]. Procedure details: Treatment of tertiary alcohols with chlorosulfonyl isocyanate gives monoalkyl sulfamyl chlorides (J. B. Hendrickson and J. Joffe, J. Am Chem. Soc., 95, 4084, 1973). Timberlake used this method to synthesize N-tert-butyl-N'-tert-octylsulfamide in 44% yield (J. W. Timberlake, M. L. Hodges and A. W. Garner, Tetrahedron Lett., 3843, 1973 and J. W. Timberlake, J. Alender, A. W. Garner, M. L. Hodges, C. Ozmeral and S. Szilagyi, J. Org. Chem., 46, 20282, 1981). The sulfamide was oxidized with tert-buty... Starting materials: C1CC2=C(C=CC(=C2)Cl)C(=O)C1 (6-chloro-α-tetralone), Cl.CNC (dimethylamine hydrochloride), C=O (paraformaldehyde), C(C)O (ethanol), C=O (paraformaldehyde). The solvent is CC(=O)C (acetone). The product is Cl.ClC=1C=C2CCC(C(C2=CC1)=O)CN(C)C (6-Chloro-2-[(dimethylamino)methyl]-3,4-dihydro-1-(2H)-naphthalenone, hydrochloride). RXN SMILES: [CH2:1]1[CH2:12][C:10](=[O:11])[C:4]2[CH:5]=[CH:6][C:7]([Cl:9])=[CH:8][C:3]=2[CH2:2]1.Cl.[CH3:14][NH:15][CH3:16].C=O.[CH2:19](O)C>CC(C)=O>[ClH:9].[Cl:9][C:7]1[CH:8]=[C:3]2[C:4](=[CH:5][CH:6]=1)[C:10](=[O:11])[CH:12]([CH2:14][N:15]([CH3:19])[CH3:16])[CH2:1][CH2:2]2 |f:1.2,6.7|. Reported procedure: A mixture comprising 6.0 g 6-chloro-α-tetralone, 3.5 g dimethylamine hydrochloride, 1.3 g paraformaldehyde, and 7 ml 95% ethanol containing 0.07 ml concentrated hydrogen chloride is heated on a steam bath for 1.5 hours. The reaction mixture soon become homogeneous and the paraformaldehyde dissolves. The warm solution is transferred to a wide-mounted flask and is quickly diluted with acetone (90 ml). Cooling this deep purpose solution in the freezer for several hours produces a crystalline mass o... Starting materials: COC(=O)CNC(=O)CCCOc1ccc(Oc2ccc(CN(Cc3ccccc3)c3cccc(NS(C)(=O)=O)c3C)cc2)cc1, CCO, Cl, [Na+], C1CCOC1, [OH-]. Product: Cc1c(NS(C)(=O)=O)cccc1N(Cc1ccccc1)Cc1ccc(Oc2ccc(OCCCC(=O)NCC(=O)O)cc2)cc1. RXN SMILES: [CH2:1]([c:2]1[cH:3][cH:4][cH:5][cH:6][cH:7]1)[N:8]([c:9]1[c:10]([CH3:20])[c:11]([NH:15][S:16](=[O:17])(=[O:18])[CH3:19])[cH:12][cH:13][cH:14]1)[CH2:21][c:22]1[cH:23][cH:24][c:25]([O:26][c:27]2[cH:28][cH:29][c:30]([O:31][CH2:32][CH2:33][CH2:34][C:35](=[O:36])[NH:37][CH2:38][C:39](=[O:40])[O:41][CH3:42])[cH:43][cH:44]2)[cH:45][cH:46]1.[CH3:55][CH2:56][OH:57].[ClH:54].[Na+:48].[O:49]1[CH2:50][CH2:51][CH2:52][CH2:53]1.[OH-:47]>>[CH2:1]([c:2]1[cH:3][cH:4][cH:5][cH:6][cH:7]1)[N:8]([c:9]1[c:10]([CH3:20])[c:11]([NH:15][S:16](=[O:17])(=[O:18])[CH3:19])[cH:12][cH:13][cH:14]1)[CH2:21][c:22]1[cH:23][cH:24][c:25]([O:26][c:27]2[cH:28][cH:29][c:30]([O:31][CH2:32][CH2:33][CH2:34][C:35](=[O:36])[NH:37][CH2:38][C:39](=[O:40])[OH:41])[cH:43][cH:44]2)[cH:45][cH:46]1. Starting materials: [BH4-], COc1ccc(CC(=O)NCCOc2ccc(OC)c(OC)c2)cc1OC, CC#N, CO, ClCCl, [Na+], O, O=P(Cl)(Cl)Cl. Yields the product COc1ccc(CC2NCCOc3cc(OC)c(OC)cc32)cc1OC. RXN SMILES: [BH4-:33].[CH3:1][O:2][c:3]1[cH:4][c:5]([O:6][CH2:7][CH2:8][NH:9][C:10]([CH2:11][c:12]2[cH:13][c:14]([O:20][CH3:21])[c:15]([O:18][CH3:19])[cH:16][cH:17]2)=[O:22])[cH:23][cH:24][c:25]1[O:26][CH3:27].[CH3:36][C:37]#[N:38].[CH3:42][OH:43].[Cl:39][CH2:40][Cl:41].[Na+:34].[OH2:35].[P:28]([Cl:29])([Cl:30])([Cl:31])=[O:32]>>[CH3:1][O:2][c:3]1[cH:4][c:5]2[c:23]([cH:24][c:25]1[O:26][CH3:27])[CH:10]([CH2:11][c:12]1[cH:13][c:14]([O:20][CH3:21])[c:15]([O:18][CH3:19])[cH:16][cH:17]1)[NH:9][CH2:8][CH2:7][O:6]2. Starting materials: Cc1ccnc(Br)c1, CCCCCC, [H-], [Na+], C1CCOC1, O, OCc1ccccc1. Yields the product Cc1ccnc(OCc2ccccc2)c1. Reaction SMILES: [Br:11][c:12]1[n:13][cH:14][cH:15][c:16]([CH3:18])[cH:17]1.[CH3:20][CH2:21][CH2:22][CH2:23][CH2:24][CH3:25].[H-:1].[Na+:2].[O:26]1[CH2:27][CH2:28][CH2:29][CH2:30]1.[OH2:19].[OH:3][CH2:4][c:5]1[cH:6][cH:7][cH:8][cH:9][cH:10]1>>[O:3]([CH2:4][c:5]1[cH:6][cH:7][cH:8][cH:9][cH:10]1)[c:12]1[n:13][cH:14][cH:15][c:16]([CH3:18])[cH:17]1. Starting materials: CC(=O)O, CCOC(C)=O, [Fe], COC(=O)C1(c2ccc(C(F)(F)F)c([N+](=O)[O-])c2)CC1. The product is COC(=O)C1(c2ccc(C(F)(F)F)c(N)c2)CC1. As a reaction SMILES: [CH3:21][C:22](=[O:23])[OH:24].[CH3:25][CH2:26][O:27][C:28](=[O:29])[CH3:30].[Fe:31].[N+:1]([O-:2])(=[O:3])[c:4]1[cH:5][c:6]([C:14]2([C:17](=[O:18])[O:19][CH3:20])[CH2:15][CH2:16]2)[cH:7][cH:8][c:9]1[C:10]([F:11])([F:12])[F:13]>>[NH2:1][c:4]1[cH:5][c:6]([C:14]2([C:17](=[O:18])[O:19][CH3:20])[CH2:15][CH2:16]2)[cH:7][cH:8][c:9]1[C:10]([F:11])([F:12])[F:13]. Starting materials: C(C)(C)(C)OC(CC(CCP(=O)(OCC1=CC=CC=C1)OCC1=CC=CC=C1)C(NCCC1=CC=C(C=C1)C1=CC=CC=C1)=O)=O (3-(2-Biphenyl-4-yl-ethylcarbamoyl)-5-(bis-benzyloxy-phosphoryl)-pentanoic acid tert-butyl ester), C1(=CC=C(C=C1)CCNC(=O)C(CC(=O)O)CC(NO)=O)C1=CC=CC=C1 (3-(2-Biphenyl-4-yl-ethylcarbamoyl)-4-hydroxycarbamoyl-butyric acid). Product: C1(=CC=C(C=C1)CCNC(=O)C(CC(=O)O)CCP(=O)(O)O)C1=CC=CC=C1 (3-(2-Biphenyl-4-yl-ethylcarbamoyl)-5-phosphono-pentanoic acid). RXN SMILES: C([O:5][C:6](=[O:46])[CH2:7][CH:8]([C:29](=[O:45])[NH:30][CH2:31][CH2:32][C:33]1[CH:38]=[CH:37][C:36]([C:39]2[CH:44]=[CH:43][CH:42]=[CH:41][CH:40]=2)=[CH:35][CH:34]=1)[CH2:9][CH2:10][P:11]([O:21]CC1C=CC=CC=1)([O:13]CC1C=CC=CC=1)=[O:12])(C)(C)C.C1(C2C=CC=CC=2)C=CC(CCNC(C(CC(=O)NO)CC(O)=O)=O)=CC=1>>[C:36]1([C:39]2[CH:40]=[CH:41][CH:42]=[CH:43][CH:44]=2)[CH:37]=[CH:38][C:33]([CH2:32][CH2:31][NH:30][C:29]([CH:8]([CH2:9][CH2:10][P:11]([OH:21])([OH:13])=[O:12])[CH2:7][C:6]([OH:46])=[O:5])=[O:45])=[CH:34][CH:35]=1. Procedure details: This compound was prepared by deprotection of the compound of Example 157 using a procedure similar to that of the synthesis of the compound of Example 156.